From a dataset of the Open Reaction Database (ORD), a public repository of structured organic reaction records. describe an organic reaction: reactants, conditions, products, and yield Starting materials: [Al+3], CC(C)=O, CCOC(=O)CC1COc2ccc(OC)cc2N1, [H-], [H-], [H-], [H-], [Li+], [Na+], C1CCOC1, [OH-], O. Product: COc1ccc2c(c1)NC(CCO)CO2. Reaction SMILES: [Al+3:2].[CH3:25][C:26](=[O:27])[CH3:28].[CH3:7][O:8][c:9]1[cH:10][cH:11][c:12]2[c:13]([cH:24]1)[NH:14][CH:15]([CH2:18][C:19](=[O:20])[O:21][CH2:22][CH3:23])[CH2:16][O:17]2.[H-:1].[H-:4].[H-:5].[H-:6].[Li+:3].[Na+:30].[O:31]1[CH2:32][CH2:33][CH2:34][CH2:35]1.[OH-:29].[OH2:36]>>[CH3:7][O:8][c:9]1[cH:10][cH:11][c:12]2[c:13]([cH:24]1)[NH:14][CH:15]([CH2:18][CH2:19][OH:20])[CH2:16][O:17]2. Starting materials: C(C1=CC=CC=C1)OC1=C(C(=O)OC)C=C(C=C1)C(CNC(CCN1C=NN=C1)(C)C)=O (methyl 2-benzyloxy-5-[2-(1,1-dimethyl-3-[1,2,4]triazol-4-yl-propylamino)-acetyl]-benzoate), CC(=O)C (acetone), [Cl-].[Ca+2].[Cl-] (calcium chloride), [BH4-].[Na+] (sodium borohydride). The solvent is O1CCCC1 (tetrahydrofuran), C(C)(=O)O (acetic acid), C(C)O (ethanol). Reaction conditions: temperature 5 celsius, time 8 hour. The product is C(C1=CC=CC=C1)OC1=C(C=C(C=C1)C(CNC(CCN1C=NN=C1)(C)C)O)CO (1-(4-benzyloxy-3-hydroxymethyl-phenyl)-2-(1,1-dimethyl-3-[1,2,4]triazol-4-yl-propylamino)-ethanol). RXN SMILES: [Cl-].[Ca+2].[Cl-].[CH2:4]([O:11][C:12]1[CH:21]=[CH:20][C:19]([C:22](=[O:35])[CH2:23][NH:24][C:25]([CH3:34])([CH3:33])[CH2:26][CH2:27][N:28]2[CH:32]=[N:31][N:30]=[CH:29]2)=[CH:18][C:13]=1[C:14](OC)=[O:15])[C:5]1[CH:10]=[CH:9][CH:8]=[CH:7][CH:6]=1.[BH4-].[Na+].CC(C)=O>C(O)C.O1CCCC1.C(O)(=O)C>[CH2:4]([O:11][C:12]1[CH:21]=[CH:20][C:19]([CH:22]([OH:35])[CH2:23][NH:24][C:25]([CH3:34])([CH3:33])[CH2:26][CH2:27][N:28]2[CH:29]=[N:30][N:31]=[CH:32]2)=[CH:18][C:13]=1[CH2:14][OH:15])[C:5]1[CH:6]=[CH:7][CH:8]=[CH:9][CH:10]=1 |f:0.1.2,4.5|. Procedure details: 5 g of calcium chloride are dissolved in 50 mL ethanol. Then 10 g of methyl 2-benzyloxy-5-[2-(1,1-dimethyl-3-[1,2,4]triazol-4-yl-propylamino)-acetyl]-benzoate in 100 mL tetrahydrofuran are added and the mixture is cooled to 5° C. It is combined batchwise with 3.5 g of sodium borohydride and stirred overnight while heating to ambient temperature. 15 mL acetone are added to the reaction mixture and it is stirred for 30 minutes. Glacial acetic acid is added, the solvents are distilled off, 100 mL w...